This data is from the Open Reaction Database (ORD), a public repository of structured organic reaction records. The task is: describe an organic reaction: reactants, conditions, products, and yield Starting materials: ClCCCBr, CO, [Na+], [OH-], Oc1ccc(-n2ccnc2)cc1. Yields the product ClCCCOc1ccc(-n2ccnc2)cc1. Reaction SMILES: [Br:15][CH2:16][CH2:17][CH2:18][Cl:19].[CH3:20][OH:21].[Na+:14].[OH-:13].[n:1]1(-[c:6]2[cH:7][cH:8][c:9]([OH:12])[cH:10][cH:11]2)[cH:2][n:3][cH:4][cH:5]1>>[n:1]1(-[c:6]2[cH:7][cH:8][c:9]([O:12][CH2:16][CH2:17][CH2:18][Cl:19])[cH:10][cH:11]2)[cH:2][n:3][cH:4][cH:5]1.